From a dataset of the Open Reaction Database (ORD), a public repository of structured organic reaction records. describe an organic reaction: reactants, conditions, products, and yield Starting materials: C[C@@]1([C@H]2[C@@H]([C@H]3[C@@H](C(=O)C(=C([C@]3(C(=O)C2=C(C4=C1C=CC=C4O)O)O)O)C(=O)N)N(C)C)O)O (Biostat), O=O (oxygen), O=C[C@H](O)[C@@H](O)[C@H](O)[C@H](O)CO (glucose), solution, O=C[C@H](O)[C@@H](O)[C@H](O)[C@H](O)CO (glucose), O=O (oxygen), N (ammonia), O=C[C@H](O)[C@@H](O)[C@H](O)[C@H](O)CO (glucose), (NH4)2SO4, OP(=O)(O)[O-].[K+] (KH2PO4), [Na+].[Cl-] (NaCl), [O-]S(=O)(=O)[O-].[Mg+2] (MgSO4), [Cl-].[Cl-].[Ca+2] (CaCl2), FeSO4, CC1=C(SC=[N+]1CC=2C=NC(=NC2N)C)CCO.Cl.[Cl-] (vitamin B1), C[C@]1(C=2C=CC=C(C2C(=O)C3=C([C@]4([C@@H](C[C@@H]31)[C@@H](C(=C(C4=O)C(=O)N)O)N(C)C)O)O)O)O (tetracycline), N (ammonia). Reaction conditions: time 28 hour. The product is CC(=O)OC[C@@H](C(=O)O)N (o-acetyl-L-serine). RXN SMILES: C[C@@]1(O)C2C=CC=[C:21]([OH:22])[C:16]=2[C:15]([OH:23])=C2[C@@H]1[C@H](O)[C@@H]1[C@](O)(C2=O)C(O)=C(C(N)=O)C(=O)[C@H]1N(C)C.[O:34]=[CH:35][C@@H:36]([C@H]([C@@H]([C@@H](CO)O)O)O)O.[OH:46]P([O-])(O)=O.[K+].[Na+].[Cl-].[O-]S([O-])(=O)=O.[Mg+2].[Cl-].[Cl-].[Ca+2].CC1[N+](CC2C=NC(C)=NC=2N)=CSC=1CCO.Cl.[Cl-].C[C@]1(O)[C@@H]2C(=C(O)[C@]3(O)C(=O)C(C(N)=O)=C(O)[C@@H](N(C)C)[C@@H]3C2)C(=O)C2C(O)=CC=CC1=2.O=O.[NH3:117]>>[CH3:36][C:35]([O:22][CH2:21][C@H:16]([NH2:117])[C:15]([OH:23])=[O:46])=[O:34] |f:2.3,4.5,6.7,8.9.10,11.12.13|. Procedure: The fermenter employed was a Biostat M appliance, which was supplied by Braun Biotech (Melsungen, Germany) and which has a maximum culture volume of 2 l. The fermenter, containing 900 ml of fermentation medium (15 g of glucose/l; 10 g of tryptone/l; 5 g of yeast extract/l; 5 g of (NH4)2SO4/l; 1.5 g of KH2PO4/l; 0.5 g of NaCl/l; 0.3 g of MgSO4×7H2O/l; 0.015 g of CaCl2×2H2O/l; 0.075 g of FeSO4×7H2O/l; 1 g of Na2citrate×2H2O/l and 1 ml of trace element solution, see above,/l, 5 mg of vitamin B1/l a... Reactants: CO (methanol), Cl[Si](C)(C)C (chlorotrimethylsilane), [Si](C)(C)(C(C)(C)C)O[C@H](C)[C@H]1C(N[C@@H]1[C@@H](C)C(=S)C1=CC=C(C=C1)Cl)=O ((3S ,4S)-3-[(1R)-1-t-Butyldimethylsilyloxyethyl]-4-[(1R)-1-p-chlorophenylthiocarbonylethyl]-2-azetidinone). Solvent: C(C)(=O)OCC (ethyl acetate), C1(=CC=CC=C1)C (toluene). Reaction conditions: time 8 hour. Product: O[C@H](C)[C@H]1C(N[C@@H]1[C@@H](C)C(=S)C1=CC=C(C=C1)Cl)=O ((3S,4S)-3-[(1R)-1-hydroxyethyl]-4-[(1R)- 1-p-chlorophenylthiocarbonylethyl]-2-azetidinone). Isolated yield 70.2%. Reaction SMILES: [Si]([O:8][C@@H:9]([C@@H:11]1[C@@H:14]([C@H:15]([C:17]([C:19]2[CH:24]=[CH:23][C:22]([Cl:25])=[CH:21][CH:20]=2)=[S:18])[CH3:16])[NH:13][C:12]1=[O:26])[CH3:10])(C(C)(C)C)(C)C.CO.Cl[Si](C)(C)C>C1(C)C=CC=CC=1.C(OCC)(=O)C>[OH:8][C@@H:9]([C@@H:11]1[C@@H:14]([C@H:15]([C:17]([C:19]2[CH:20]=[CH:21][C:22]([Cl:25])=[CH:23][CH:24]=2)=[S:18])[CH3:16])[NH:13][C:12]1=[O:26])[CH3:10]. Procedure details: (3S ,4S)-3-[(1R)-1-t-Butyldimethylsilyloxyethyl]-4-[(1R)-1-p-chlorophenylthiocarbonylethyl]-2-azetidinone (1.29 g, 3.0 mmol) is dissolved in toluene (10 ml), and thereto are added methanol (2 ml) and chlorotrimethylsilane (0.1 ml). The mixture is stirred at room temperature overnight. The reaction mixture is diluted with ethyl acetate (50 ml), washed several times with brine, dried over magnesium sulfate, and evaporated to remove the solvent to give (3S,4S)-3-[(1R)-1-hydroxyethyl]-4-[(1R)- 1-p-c... The reactants are ClC=1C=C(C=CC1S(=O)(=O)C)C(C(=O)NC1=NC=CN=C1)CC1CC(CC1)=O (2-(3-chloro-4-methanesulfonyl-phenyl)-3-(3-oxo-cyclopentyl)-N-pyrazin-2-yl-propionamide), Cl.NO (hydroxylamine hydrochloride). Solvent: CO (methanol), N1=CC=CC=C1 (pyridine). Conditions: temperature 25 celsius. Yields the product ethyl acetate hexanes, ClC=1C=C(C=CC1S(=O)(=O)C)C(C(=O)NC1=NC=CN=C1)CC1CC(CC1)=NO (2-(3-chloro-4-methanesulfonyl-phenyl)-3-(3-hydroxyimino-cyclopentyl)-N-pyrazin-2-yl-propionamide). Isolated yield 54.3%. RXN SMILES: [Cl:1][C:2]1[CH:3]=[C:4]([CH:12]([CH2:22][CH:23]2[CH2:27][CH2:26][C:25](=O)[CH2:24]2)[C:13]([NH:15][C:16]2[CH:21]=[N:20][CH:19]=[CH:18][N:17]=2)=[O:14])[CH:5]=[CH:6][C:7]=1[S:8]([CH3:11])(=[O:10])=[O:9].Cl.[NH2:30][OH:31]>CO.N1C=CC=CC=1>[Cl:1][C:2]1[CH:3]=[C:4]([CH:12]([CH2:22][CH:23]2[CH2:27][CH2:26][C:25](=[N:30][OH:31])[CH2:24]2)[C:13]([NH:15][C:16]2[CH:21]=[N:20][CH:19]=[CH:18][N:17]=2)=[O:14])[CH:5]=[CH:6][C:7]=1[S:8]([CH3:11])(=[O:10])=[O:9] |f:1.2|. Reported procedure: A solution of 2-(3-chloro-4-methanesulfonyl-phenyl)-3-(3-oxo-cyclopentyl)-N-pyrazin-2-yl-propionamide (prepared as in Example 45, 121.9 mg, 0.29 mmol) and hydroxylamine hydrochloride (30.4 mg, 0.43 mmol) in methanol (0.85 mL) and pyridine (0.85 mL) was heated under reflux for 5 h. The reaction mixture was allowed to cool to 25° C. and was then concentrated in vacuo. The resulting residue was diluted with water (50 mL) and extracted with ethyl acetate (50 mL). The organic layer was washed with a ... Starting materials: CON, CCO, CC(C)OC(=O)c1c(-c2ccc(Cl)cc2)c(=S)[nH]c2ccc(Cl)cc12, Cl. The product is CON=c1[nH]c2ccc(Cl)cc2c(C(=O)OC(C)C)c1-c1ccc(Cl)cc1. As a reaction SMILES: [CH3:27][O:28][NH2:29].[CH3:30][CH2:31][OH:32].[Cl:1][c:2]1[cH:3][c:4]2[c:5]([C:20](=[O:21])[O:22][CH:23]([CH3:24])[CH3:25])[c:6](-[c:13]3[cH:14][cH:15][c:16]([Cl:19])[cH:17][cH:18]3)[c:7](=[S:12])[nH:8][c:9]2[cH:10][cH:11]1.[ClH:26]>>[Cl:1][c:2]1[cH:3][c:4]2[c:5]([C:20](=[O:21])[O:22][CH:23]([CH3:24])[CH3:25])[c:6](-[c:13]3[cH:14][cH:15][c:16]([Cl:19])[cH:17][cH:18]3)[c:7](=[N:29][O:28][CH3:27])[nH:8][c:9]2[cH:10][cH:11]1. Starting materials: [BH4-], C=CC(C)C1(NC(=O)OCc2ccccc2)CCCN(C(=O)OC(C)(C)C)C1, O=C([O-])O, CO, ClC(Cl)Cl, [Na+], [Na+], O=[O+][O-]. Product: CC(CO)C1(NC(=O)OCc2ccccc2)CCCN(C(=O)OC(C)(C)C)C1. As a reaction SMILES: [BH4-:32].[C:1]([CH3:2])([CH3:3])([CH3:4])[O:5][C:6](=[O:7])[N:8]1[CH2:9][C:10]([CH:14]([CH:15]=[CH2:16])[CH3:17])([NH:18][C:19](=[O:20])[O:21][CH2:22][c:23]2[cH:24][cH:25][cH:26][cH:27][cH:28]2)[CH2:11][CH2:12][CH2:13]1.[C:34](=[O:35])([OH:36])[O-:37].[CH3:39][OH:40].[CH:41]([Cl:42])([Cl:43])[Cl:44].[Na+:33].[Na+:38].[O-:29][O+:30]=[O:31]>>[C:1]([CH3:2])([CH3:3])([CH3:4])[O:5][C:6](=[O:7])[N:8]1[CH2:9][C:10]([CH:14]([CH2:15][OH:29])[CH3:17])([NH:18][C:19](=[O:20])[O:21][CH2:22][c:23]2[cH:24][cH:25][cH:26][cH:27][cH:28]2)[CH2:11][CH2:12][CH2:13]1. Reactants: CO, Cl, CCOC(=O)C(Cc1cccc(C(F)(F)F)c1)C(O)c1ccc(F)cc1, [Na+], [OH-]. Product: O=C(O)C(Cc1cccc(C(F)(F)F)c1)C(O)c1ccc(F)cc1. RXN SMILES: [CH3:30][OH:31].[ClH:29].[F:1][c:2]1[cH:3][cH:4][c:5]([CH:8]([CH:9]([C:10](=[O:11])[O:12][CH2:13][CH3:14])[CH2:15][c:16]2[cH:17][c:18]([C:22]([F:23])([F:24])[F:25])[cH:19][cH:20][cH:21]2)[OH:26])[cH:6][cH:7]1.[Na+:28].[OH-:27]>>[F:1][c:2]1[cH:3][cH:4][c:5]([CH:8]([CH:9]([C:10](=[O:11])[OH:12])[CH2:15][c:16]2[cH:17][c:18]([C:22]([F:23])([F:24])[F:25])[cH:19][cH:20][cH:21]2)[OH:26])[cH:6][cH:7]1. Starting materials: ClC=1C=CC2=C(N=C(O2)S)C1 (5-chloro-2-mercaptobenzoxazole), S(=O)(Cl)Cl (thionyl chloride). Run in CN(C)C=O (DMF). Run at temperature 65 celsius. Yields the product ClC=1OC2=C(N1)C=C(C=C2)Cl (2,5-dichlorobenzoxazole), compound 19. As a reaction SMILES: [Cl:1][C:2]1[CH:3]=[CH:4][C:5]2[O:9][C:8](S)=[N:7][C:6]=2[CH:11]=1.S(Cl)([Cl:14])=O>CN(C=O)C>[Cl:14][C:8]1[O:9][C:5]2[CH:4]=[CH:3][C:2]([Cl:1])=[CH:11][C:6]=2[N:7]=1. Procedure details: Subsequently, 5-chloro-2-mercaptobenzoxazole (3.1 g, 16.7 mmol) was dissolved in thionyl chloride (30 mL, 413 mmol). DMF (1.5 mL) was added and the reaction mixture was heated at 65° C. for 45 min. The solvent was removed under reduced pressure and to the residue was added toluene (2×60 mL) followed by evaporation each time to remove the excess SOCl2 (azetrope). The resultant crude product was dissolved in ethyl acetate (100 mL), washed with water (100 mL) and dried over Na2SO4. Evaporation of e... The reactants are BrCc1ccccc1, O=C([O-])[O-], ClCCNCCCl, Cl, [K+], [K+], CN(C)C=O. Product: ClCCN(CCCl)Cc1ccccc1. As a reaction SMILES: [Br:15][CH2:16][c:17]1[cH:18][cH:19][cH:20][cH:21][cH:22]1.[C:9](=[O:10])([O-:11])[O-:12].[Cl:2][CH2:3][CH2:4][NH:5][CH2:6][CH2:7][Cl:8].[ClH:1].[K+:13].[K+:14].[O:23]=[CH:24][N:25]([CH3:26])[CH3:27]>>[Cl:2][CH2:3][CH2:4][N:5]([CH2:6][CH2:7][Cl:8])[CH2:16][c:17]1[cH:18][cH:19][cH:20][cH:21][cH:22]1. The reactants are NC1=NC=C(C(=C1N)N[C@H]1[C@H]([C@@H]2C=C[C@H]1C2)C(=O)N)Br ((1S,2S,3R,4R)-3-(2,3-Diamino-5-bromo-pyridin-4-ylamino)-bicyclo[2.2.1]hept-5-ene-2-carboxylic acid amide), ClC=1N=C(SC1C=O)N(C)C (4-Chloro-2-dimethylamino-thiazole-5-carbaldehyde), C(C)(=O)[O-].[NH4+] (Ammonium acetate). The product is BrC=1C(=C2C(=NC1)NC(=N2)C2=C(N=C(S2)N(C)C)Cl)N[C@H]2[C@H]([C@@H]1C=C[C@H]2C1)C(=O)N ((1S,2S,3R,4R)-3-[6-Bromo-2-(4-chloro-2-dimethylamino-thiazol-5-yl)-3H-imidazo[4,5-b]pyridin-7-ylamino]-bicyclo[2.2.1]hept-5-ene-2-carboxylic acid amide). Yield: 28.4%. RXN SMILES: [NH2:1][C:2]1[C:7]([NH2:8])=[C:6]([NH:9][C@@H:10]2[C@@H:15]3[CH2:16][C@@H:12]([CH:13]=[CH:14]3)[C@@H:11]2[C:17]([NH2:19])=[O:18])[C:5]([Br:20])=[CH:4][N:3]=1.[Cl:21][C:22]1[N:23]=[C:24]([N:29]([CH3:31])[CH3:30])[S:25][C:26]=1[CH:27]=O.C([O-])(=O)C.[NH4+]>>[Br:20][C:5]1[C:6]([NH:9][C@@H:10]2[C@@H:15]3[CH2:16][C@@H:12]([CH:13]=[CH:14]3)[C@@H:11]2[C:17]([NH2:19])=[O:18])=[C:7]2[N:8]=[C:27]([C:26]3[S:25][C:24]([N:29]([CH3:31])[CH3:30])=[N:23][C:22]=3[Cl:21])[NH:1][C:2]2=[N:3][CH:4]=1 |f:2.3|. Procedure: In a similar fashion to Compound CXXV, (1S,2S,3R,4R)-3-(2,3-Diamino-5-bromo-pyridin-4-ylamino)-bicyclo[2.2.1]hept-5-ene-2-carboxylic acid amide (75.00 mg, 0.2553 mmol), 4-Chloro-2-dimethylamino-thiazole-5-carbaldehyde (53.5 mg, 0.281 mmol), and Ammonium acetate (39.4 mg, 0.511 mmol) were reacted to produce 36.84 mg (33%) of the title compound. (300 MHz, DMSO-d6) 12.56 (s, 1H), 8.00 (s, 1H), 7.73 (s, 1H), 7.18 (m, 2H), 6.34 (s, 2H), 5.04 (t, J=17 Hz, 8.5 Hz, 1H), 3.11 (s, 6H), 2.87 (s, 1H), 2.75 ... The reactants are ClC1=CC=C2C(=N1)N=C(N2C2=NC(=NC=C2)NC2CCCC2)C2=CC=C(C=C2)F (5-Chloro-2-(4-fluorophenyl)-1-(2-cyclopentylamino-4-pyrimidinyl)imidazo[4,5-b]pyridine), C(CCC)[Sn](C=1C=NC=CC1)(CCCC)CCCC (3-tributylstannylpyridine). Reagents/catalysts: Cl[Pd]([P](C1=CC=CC=C1)(C2=CC=CC=C2)C3=CC=CC=C3)([P](C4=CC=CC=C4)(C5=CC=CC=C5)C6=CC=CC=C6)Cl (PdCl2(PPh3)2). The solvent is C=1(C(=CC=CC1)C)C (xylene). Yields the product FC1=CC=C(C=C1)C=1N(C=2C(=NC(=CC2)C=2C=NC=CC2)N1)C1=NC(=NC=C1)NC1CCCC1 (2-(4-Fluorophenyl)-1-(2-cyclopentylamino-4-pyrimidinyl)-5-(3-pyridyl)imidazo-[4,5-b]pyridine). Yield: 58.8%. Reaction SMILES: Cl[C:2]1[N:7]=[C:6]2[N:8]=[C:9]([C:23]3[CH:28]=[CH:27][C:26]([F:29])=[CH:25][CH:24]=3)[N:10]([C:11]3[CH:16]=[CH:15][N:14]=[C:13]([NH:17][CH:18]4[CH2:22][CH2:21][CH2:20][CH2:19]4)[N:12]=3)[C:5]2=[CH:4][CH:3]=1.C([Sn](CCCC)(CCCC)[C:35]1[CH:36]=[N:37][CH:38]=[CH:39][CH:40]=1)CCC>C1(C)C(C)=CC=CC=1.Cl[Pd](Cl)([P](C1C=CC=CC=1)(C1C=CC=CC=1)C1C=CC=CC=1)[P](C1C=CC=CC=1)(C1C=CC=CC=1)C1C=CC=CC=1>[F:29][C:26]1[CH:27]=[CH:28][C:23]([C:9]2[N:10]([C:11]3[CH:16]=[CH:15][N:14]=[C:13]([NH:17][CH:18]4[CH2:22][CH2:21][CH2:20][CH2:19]4)[N:12]=3)[C:5]3[C:6]([N:8]=2)=[N:7][C:2]([C:35]2[CH:36]=[N:37][CH:38]=[CH:39][CH:40]=2)=[CH:3][CH:4]=3)=[CH:24][CH:25]=1 |^1:59,78|. Reported procedure: 5-Chloro-2-(4-fluorophenyl)-1-(2-cyclopentylamino-4-pyrimidinyl)imidazo[4,5-b]pyridine (2 g 4.9 mmol), 3-tributylstannylpyridine (3.6 g 9.8 mmol) and PdCl2(PPh3)2 (340 mg 0.48 mmol) are heated in xylene (50 ml) for 3 h at 150° C. under argon. The reaction mixture is filtered at 60° C. and chromatographed over SiO2 (acetone/hexanes 3/7 to 6/4) to yield pale yellow crystals (1.3 g). Recrystallisation from THF/hexanes renders the title compound as colorless crystals (985 mg 45%).